Dataset: the Open Reaction Database (ORD), a public repository of structured organic reaction records. Task: describe an organic reaction: reactants, conditions, products, and yield Starting materials: Cn1c(=O)c2c(nc(C=CC(=O)OC(C)(C)C)n2C)n(C)c1=O, O=C(O)C(F)(F)F. The product is Cn1c(=O)c2c(nc(C=CC(=O)O)n2C)n(C)c1=O. RXN SMILES: [C:1]([CH3:2])([CH3:3])([CH3:4])[O:5][C:6](=[O:7])[CH:8]=[CH:9][c:10]1[n:11][c:12]2[n:13]([CH3:23])[c:14](=[O:22])[n:15]([CH3:21])[c:16](=[O:20])[c:17]2[n:18]1[CH3:19].[F:24][C:25]([F:26])([F:27])[C:28]([OH:29])=[O:30]>>[O:5]=[C:6]([OH:7])[CH:8]=[CH:9][c:10]1[n:11][c:12]2[n:13]([CH3:23])[c:14](=[O:22])[n:15]([CH3:21])[c:16](=[O:20])[c:17]2[n:18]1[CH3:19]. The reactants are [Cu]C#N (copper (I) cyanide), COC(CC1=C(C=CC=C1)Br)=O ((2-bromo-phenyl)-acetic acid methyl ester). Reagents/catalysts: [Fe](Cl)(Cl)Cl (iron (III) chloride). The solvent is CN(C=O)C (dimethylformamide), CN(C=O)C (dimethylformamide), O (H2O). Product: COC(CC1=C(C=CC=C1)C#N)=O ((2-cyano-phenyl)-acetic acid methyl ester). RXN SMILES: [Cu][C:2]#[N:3].[CH3:4][O:5][C:6](=[O:15])[CH2:7][C:8]1[CH:13]=[CH:12][CH:11]=[CH:10][C:9]=1Br>CN(C)C=O.O.[Fe](Cl)(Cl)Cl>[CH3:4][O:5][C:6](=[O:15])[CH2:7][C:8]1[CH:9]=[CH:10][CH:11]=[CH:12][C:13]=1[C:2]#[N:3]. Procedure details: To a stirring solution of copper (I) cyanide (1.2 eq) in dimethylformamide (2.1 M) at room temperature was added slowly a solution of 2a in dimethylformamide (8.7 M). The reaction was heated to reflux overnight then cooled to room temperature. A solution of iron (III) chloride (1.2 eq) in H2O (0.3 M) was added slowly to the vigorously stirred solution. The resulting solution was extracted with ethyl acetate (3×). The organic phases were combined then washed with brine (1×), dried over sodium sul... Starting materials: CN(C=1C=C(C=CC1)O)C (3-(dimethylamino)phenol), C(=O)([O-])[O-].[K+].[K+] (K2CO3), IC(C)C (2-iodopropane). The solvent is CC(=O)C (acetone). Yields the product C(C)(C)OC=1C=C(N(C)C)C=CC1 (3-Isopropoxy-N,N-dimethylaniline). RXN SMILES: [CH3:1][N:2]([CH3:10])[C:3]1[CH:4]=[C:5]([OH:9])[CH:6]=[CH:7][CH:8]=1.C([O-])([O-])=O.[K+].[K+].I[CH:18]([CH3:20])[CH3:19]>CC(C)=O>[CH:18]([O:9][C:5]1[CH:4]=[C:3]([CH:8]=[CH:7][CH:6]=1)[N:2]([CH3:10])[CH3:1])([CH3:20])[CH3:19] |f:1.2.3|. Reported procedure: To a solution of 3-(dimethylamino)phenol (2.0 g, 14.60 mmol) in acetone (40.0 mL) were added K2CO3 (20.2 g, 146.0 mmol) and 2-iodopropane (2.20 mL, 21.90 mmol), and the reaction was refluxed for 18 h, then cooled to room temperature, and filtered through Celite. The solvent was removed under vacuum, and the residue was purified by silica gel chromatography using ethyl acetate (20%) and hexanes (80%) as eluent to produce Compound 135 as yellow oil. Starting materials: CC(=O)NC(CSC(c1ccccc1)(c1ccccc1)c1ccccc1)C(=O)NCCSC(=O)C(C)C, CC(=O)NC(CS)C(=O)NCCSC(C)=O. Product: CC(=O)NC(CS)C(=O)NCCSC(=O)C(C)C. Reaction SMILES: [C:1]([CH3:2])(=[O:3])[NH:4][CH:5]([CH2:6][S:7][C:8]([c:9]1[cH:10][cH:11][cH:12][cH:13][cH:14]1)([c:15]1[cH:16][cH:17][cH:18][cH:19][cH:20]1)[c:21]1[cH:22][cH:23][cH:24][cH:25][cH:26]1)[C:27](=[O:28])[NH:29][CH2:30][CH2:31][S:32][C:33]([CH:34]([CH3:35])[CH3:36])=[O:37].[C:38]([NH:39][CH:40]([C:41]([NH:42][CH2:43][CH2:44][S:45][C:46](=[O:47])[CH3:48])=[O:49])[CH2:50][SH:51])(=[O:52])[CH3:53]>>[C:1]([CH3:2])(=[O:3])[NH:4][CH:5]([CH2:6][SH:7])[C:27](=[O:28])[NH:29][CH2:30][CH2:31][S:32][C:33]([CH:34]([CH3:35])[CH3:36])=[O:37].